Task: describe an organic reaction: reactants, conditions, products, and yield. Dataset: the Open Reaction Database (ORD), a public repository of structured organic reaction records The reactants are BrC=1C(=CC2=C(NN=N2)C1)OC1=C(C=C(C=C1)F)F (6-bromo-5-(2,4-difluorophenoxy)-1H-1,2,3-benzotriazole), O.C1(=CC=C(C=C1)S(=O)(=O)O)C (p-toluenesulfonic acid monohydrate), O1CCCC=C1 (dihydropyran). The solvent is ClCCl (dichloromethane), C(Cl)(Cl)Cl (chloroform). Reaction conditions: temperature 60 celsius, time 1 hour. Product: BrC=1C(=CC2=C(N(N=N2)C2OCCCC2)C1)OC1=C(C=C(C=C1)F)F (6-Bromo-5-(2,4-difluorophenoxy)-1-(tetrahydro-2H-pyran-2-yl)-1H-1,2,3-benzotriazole). Reaction SMILES: [Br:1][C:2]1[C:3]([O:11][C:12]2[CH:17]=[CH:16][C:15]([F:18])=[CH:14][C:13]=2[F:19])=[CH:4][C:5]2[N:9]=[N:8][NH:7][C:6]=2[CH:10]=1.O.C1(C)C=CC(S(O)(=O)=O)=CC=1.[O:32]1[CH:37]=[CH:36][CH2:35][CH2:34][CH2:33]1>C(Cl)(Cl)Cl.ClCCl>[Br:1][C:2]1[C:3]([O:11][C:12]2[CH:17]=[CH:16][C:15]([F:18])=[CH:14][C:13]=2[F:19])=[CH:4][C:5]2[N:9]=[N:8][N:7]([CH:33]3[CH2:34][CH2:35][CH2:36][CH2:37][O:32]3)[C:6]=2[CH:10]=1 |f:1.2|. Procedure details: A solution of 6-bromo-5-(2,4-difluorophenoxy)-1H-1,2,3-benzotriazole (0.047 g, 0.14 mmol) and p-toluenesulfonic acid monohydrate (0.0027 g, 0.014 mmol) in chloroform (0.65 mL) was treated with dihydropyran (0.0197 mL, 0.216 mmol) and stirred at 60° C. for 1 h. The reaction mixture was diluted with dichloromethane and washed with saturated sodium bicarbonate. The aqueous layer was separated and re-extracted with dichloromethane. The combined organic layers were separated, washed with water and br... The reactants are BrC1=CC(=C(C=C1)I)F (4-bromo-2-fluoro-1-iodobenzene), C(C)(C)(C)OC(CN1N=CC(=C1)B1OC(C(O1)(C)C)(C)C)=O (tert-butyl[4-(4,4,5,5-tetramethyl-1,3,2-dioxaborolan-2-yl)-1H-pyrazol-1-yl]acetate), C([O-])([O-])=O.[Na+].[Na+] (sodium carbonate). The reagents and catalysts are C=1C=CC(=CC1)[P](C=2C=CC=CC2)(C=3C=CC=CC3)[Pd]([P](C=4C=CC=CC4)(C=5C=CC=CC5)C=6C=CC=CC6)([P](C=7C=CC=CC7)(C=8C=CC=CC8)C=9C=CC=CC9)[P](C=1C=CC=CC1)(C=1C=CC=CC1)C=1C=CC=CC1 (tetrakis(triphenylphosphine)palladium). The solvent is C1CCOC1 (THF), O (water). Reaction conditions: temperature 80 celsius. The product is C(C)(C)(C)OC(CN1N=CC(=C1)C1=C(C=C(C=C1)Br)F)=O (tert-butyl[4-(4-bromo-2-fluorophenyl)-1H-pyrazol-1-yl]acetate). RXN SMILES: [Br:1][C:2]1[CH:7]=[CH:6][C:5](I)=[C:4]([F:9])[CH:3]=1.[C:10]([O:14][C:15](=[O:31])[CH2:16][N:17]1[CH:21]=[C:20](B2OC(C)(C)C(C)(C)O2)[CH:19]=[N:18]1)([CH3:13])([CH3:12])[CH3:11].C(=O)([O-])[O-].[Na+].[Na+]>C1COCC1.O.C1C=CC([P]([Pd]([P](C2C=CC=CC=2)(C2C=CC=CC=2)C2C=CC=CC=2)([P](C2C=CC=CC=2)(C2C=CC=CC=2)C2C=CC=CC=2)[P](C2C=CC=CC=2)(C2C=CC=CC=2)C2C=CC=CC=2)(C2C=CC=CC=2)C2C=CC=CC=2)=CC=1>[C:10]([O:14][C:15](=[O:31])[CH2:16][N:17]1[CH:21]=[C:20]([C:5]2[CH:6]=[CH:7][C:2]([Br:1])=[CH:3][C:4]=2[F:9])[CH:19]=[N:18]1)([CH3:13])([CH3:11])[CH3:12] |f:2.3.4,^1:47,49,68,87|. Procedure details: To a solution of 4-bromo-2-fluoro-1-iodobenzene (380 mg, 1.3 mmol) in THF (10 mL) was added tert-butyl[4-(4,4,5,5-tetramethyl-1,3,2-dioxaborolan-2-yl)-1H-pyrazol-1-yl]acetate (390 mg, 1.3 mmol), 2M sodium carbonate in water (2.5 mL) and tetrakis(triphenylphosphine)palladium (40 mg, 0.04 mmol). The solution was degassed with N2, and heated at 80° C. overnight. The mixture was cooled to RT, poured into water, extracted with EtOAc, washed with brine, dried over MgSO4, filtered, and concentrated. Th... Starting materials: [NH4+].[Cl-] (NH4Cl), BrC=1C=NC=NC1 (5-bromopyrimidine), FC(OC1=CC=C(CC=2C=NC=NC2)C=C1)(F)F (5-[4-(trifluoromethoxy)benzyl]pyrimidine). Reagents/catalysts: Cl[Ni]([P](C1=CC=CC=C1)(C2=CC=CC=C2)C3=CC=CC=C3)([P](C4=CC=CC=C4)(C5=CC=CC=C5)C6=CC=CC=C6)Cl ((Ph3P)2NiCl2). Run in C1CCOC1 (THF). Run at time 10 minute. The product is FC(OC1=CC=C(CBr)C=C1)(F)F (4-(trifluoromethoxy)benzyl bromide). As a reaction SMILES: [Br:1]C1C=NC=NC=1.[NH4+].[Cl-].[F:10][C:11]([F:27])([F:26])[O:12][C:13]1[CH:25]=[CH:24][C:16]([CH2:17]C2C=NC=NC=2)=[CH:15][CH:14]=1>C1COCC1.Cl[Ni](Cl)([P](C1C=CC=CC=1)(C1C=CC=CC=1)C1C=CC=CC=1)[P](C1C=CC=CC=1)(C1C=CC=CC=1)C1C=CC=CC=1>[F:10][C:11]([F:27])([F:26])[O:12][C:13]1[CH:25]=[CH:24][C:16]([CH2:17][Br:1])=[CH:15][CH:14]=1 |f:1.2,^1:35,54|. Procedure details: A suspension of zinc dust (15 g, excess) in THF (100 mL) was treated with LiCl (10.00 g, 238 mmol) and 1,2-dibromoethane (0.5 mL, catalytic). The warm mixture thus formed was treated dropwise with a solution of 4-(trifluoromethoxy)benzyl bromide (10a) (50.00 g, 209 mmol) in THF (200 mL) over a period of 3 hours. The resulting mixture was stirred for an additional hour, affording a solution of the lithium zincate 11, and then treated with (Ph3P)2NiCl2 (300 mg, 0.1 mol or 0.001 equivalents). The r... Reactants: C1CCNCC1, CCO, Cl, O=Cc1cc2ccccc2c2ccccc12, N#CCc1ccncc1. Yields the product N#CC(=Cc1cc2ccccc2c2ccccc12)c1ccncc1. RXN SMILES: [CH2:27]1[CH2:28][CH2:29][NH:30][CH2:31][CH2:32]1.[CH3:33][CH2:34][OH:35].[ClH:26].[cH:1]1[cH:2][cH:3][cH:4][c:5]2[c:6]3[cH:7][cH:8][cH:9][cH:10][c:11]3[c:12]([CH:15]=[O:16])[cH:13][c:14]12.[n:17]1[cH:18][cH:19][c:20]([CH2:23][C:24]#[N:25])[cH:21][cH:22]1>>[cH:1]1[cH:2][cH:3][cH:4][c:5]2[c:6]3[cH:7][cH:8][cH:9][cH:10][c:11]3[c:12]([CH:15]=[C:23]([c:20]3[cH:19][cH:18][n:17][cH:22][cH:21]3)[C:24]#[N:25])[cH:13][c:14]12. The reactants are FC1=CC=C(C=C1)C(C(=O)OC)NC1=C(C=C(C(=O)OC)C=C1)[N+](=O)[O-] (methyl 4-(1-(4-fluorophenyl)-2-methoxy-2-oxoethylamino)-3-nitrobenzoate), [H][H] (Hydrogen). The reagents and catalysts are [Pd] (palladium on carbon). Run in CO (methanol). Conditions: temperature 30 celsius, time 8 hour. The product is FC1=CC=C(C=C1)C1NC2=CC=C(C=C2NC1=O)C(=O)OC (Methyl 2-(4-fluorophenyl)-3-oxo-1,2,3,4-tetrahydroquinoxaline-6-carboxylate). RXN SMILES: [F:1][C:2]1[CH:7]=[CH:6][C:5]([CH:8]([NH:13][C:14]2[CH:23]=[CH:22][C:17]([C:18]([O:20][CH3:21])=[O:19])=[CH:16][C:15]=2[N+:24]([O-])=O)[C:9](OC)=[O:10])=[CH:4][CH:3]=1.[H][H]>[Pd].CO>[F:1][C:2]1[CH:7]=[CH:6][C:5]([CH:8]2[C:9](=[O:10])[NH:24][C:15]3[C:14](=[CH:23][CH:22]=[C:17]([C:18]([O:20][CH3:21])=[O:19])[CH:16]=3)[NH:13]2)=[CH:4][CH:3]=1. Procedure details: Into a 100-mL round-bottom flask, was placed methyl 4-(1-(4-fluorophenyl)-2-methoxy-2-oxoethylamino)-3-nitrobenzoate (3.5 g, 9.67 mmol, 1.00 equiv), methanol (50 mL), and palladium on carbon (10%) (500 mg). Hydrogen gas was introduced to the reaction and it was stirred overnight at 30° C. in an oil bath. Then the solids were filtered off and the filtrate was concentrated in vacuo. This resulted in 2.6 g (90%) of methyl 2-(4-fluorophenyl)-3-oxo-1,2,3,4-tetrahydroquinoxaline-6-carboxylate as a lig... Starting materials: Cl.CC=1NC=C(N1)C1=CC=C(C(=O)O)C=C1 (4-(2-methylimidazol-4-yl)benzoic acid hydrochloride), BrC=1C=C2C=CC(=CC2=CC1)S(=O)(=O)N1CCNCC1 (1-(6-bromonaphth-2-ylsulphonyl)piperazine). Run in C(C)O.CCCCCC (ethanol hexane). Yields the product BrC=1C=C2C=CC(=CC2=CC1)S(=O)(=O)N1CCN(CC1)C(C1=CC=C(C=C1)C=1N=C(NC1)C)=O (1-(6-bromonaphth-2-ylsulphonyl)-4-[4-(2-methylimidazol-4-yl)benzoyl]piperazine). Isolated yield 85.0%. Reaction SMILES: Cl.[CH3:2][C:3]1[NH:4][CH:5]=[C:6]([C:8]2[CH:16]=[CH:15][C:11]([C:12]([OH:14])=O)=[CH:10][CH:9]=2)[N:7]=1.[Br:17][C:18]1[CH:19]=[C:20]2[C:25](=[CH:26][CH:27]=1)[CH:24]=[C:23]([S:28]([N:31]1[CH2:36][CH2:35][NH:34][CH2:33][CH2:32]1)(=[O:30])=[O:29])[CH:22]=[CH:21]2>C(O)C.CCCCCC>[Br:17][C:18]1[CH:19]=[C:20]2[C:25](=[CH:26][CH:27]=1)[CH:24]=[C:23]([S:28]([N:31]1[CH2:32][CH2:33][N:34]([C:12](=[O:14])[C:11]3[CH:10]=[CH:9][C:8]([C:6]4[N:7]=[C:3]([CH3:2])[NH:4][CH:5]=4)=[CH:16][CH:15]=3)[CH2:35][CH2:36]1)(=[O:29])=[O:30])[CH:22]=[CH:21]2 |f:0.1,3.4|. Procedure: By an exactly analogous method to that described in Example 1, starting from 4-(2-methylimidazol-4-yl)benzoic acid hydrochloride and 1-(6-bromonaphth-2-ylsulphonyl)piperazine was prepared 1-(6-bromonaphth-2-ylsulphonyl)-4-[4-(2-methylimidazol-4-yl)benzoyl]piperazine (423 mg, 85% yield), m.p. 215-216° C. (from ethanol/hexane), 1H NMR (d6DMSO) 2.3 ppm (s,3H), 3.0-3.2 ppm (broad s,4H), 3.4-3.7 ppm (broad s,4H), 7.2 ppm (d,2H), 7.5 ppm (s,1H), 7.7 ppm (d,2H), 7.8 ppm (t,2H), 8.2 ppm (t,2H), 8.4 ppm ...